Dataset: the Open Reaction Database (ORD), a public repository of structured organic reaction records. Task: describe an organic reaction: reactants, conditions, products, and yield Starting materials: CC1CN(C(=O)OC(C)(C)C)CC(=O)N1, [H-], [Na+], CN(C)C=O, NOP(=O)(c1ccccc1)c1ccccc1. Product: CC1CN(C(=O)OC(C)(C)C)CC(=O)N1N. RXN SMILES: [CH3:1][CH:2]1[CH2:3][N:4]([C:9](=[O:10])[O:11][C:12]([CH3:13])([CH3:14])[CH3:15])[CH2:5][C:6](=[O:8])[NH:7]1.[H-:16].[Na+:17].[O:34]=[CH:35][N:36]([CH3:37])[CH3:38].[c:18]1([P:19]([c:20]2[cH:21][cH:22][cH:23][cH:24][cH:25]2)([O:26][NH2:27])=[O:28])[cH:29][cH:30][cH:31][cH:32][cH:33]1>>[CH3:1][CH:2]1[CH2:3][N:4]([C:9](=[O:10])[O:11][C:12]([CH3:13])([CH3:14])[CH3:15])[CH2:5][C:6](=[O:8])[N:7]1[NH2:27].